Dataset: the Open Reaction Database (ORD), a public repository of structured organic reaction records. Task: describe an organic reaction: reactants, conditions, products, and yield The reactants are O=C(Cl)C(=O)Cl, ClCCl, CC(C)(C(=O)O)c1cc(C(F)(F)F)cc(C(F)(F)F)c1, CN(C)C=O. Product: CC(C)(C(=O)Cl)c1cc(C(F)(F)F)cc(C(F)(F)F)c1. As a reaction SMILES: [Cl:21][C:22]([C:23]([Cl:24])=[O:25])=[O:26].[Cl:27][CH2:28][Cl:29].[F:1][C:2]([c:3]1[cH:4][c:5]([C:13]([C:14](=[O:15])[OH:16])([CH3:17])[CH3:18])[cH:6][c:7]([C:9]([F:10])([F:11])[F:12])[cH:8]1)([F:19])[F:20].[O:30]=[CH:31][N:32]([CH3:33])[CH3:34]>>[F:1][C:2]([c:3]1[cH:4][c:5]([C:13]([C:14](=[O:15])[Cl:21])([CH3:17])[CH3:18])[cH:6][c:7]([C:9]([F:10])([F:11])[F:12])[cH:8]1)([F:19])[F:20]. Starting materials: O[C@@H](C(=O)O)[C@@H](SC1=C(C=CC=C1)NC(C)=O)C1=CC=C(C=C1)OC ((2S,3S)-2-hydroxy-3-(4-methoxyphenyl)-3-(2-acetylaminophenylthio)propionic acid), Cl (hydrochloric acid). Run in O (water). Conditions: temperature 15 celsius. The product is O[C@@H](C(=O)O)[C@@H](SC1=C(C=CC=C1)N)C1=CC=C(C=C1)OC ((2S,3S)-2-hydroxy-3-(4-methoxyphenyl)-3-(2-aminophenylthio)propionic acid). Isolated yield 6.8%. Reaction SMILES: [OH:1][C@H:2]([C@H:6]([C:18]1[CH:23]=[CH:22][C:21]([O:24][CH3:25])=[CH:20][CH:19]=1)[S:7][C:8]1[CH:13]=[CH:12][CH:11]=[CH:10][C:9]=1[NH:14]C(=O)C)[C:3]([OH:5])=[O:4].Cl>O>[OH:1][C@H:2]([C@H:6]([C:18]1[CH:19]=[CH:20][C:21]([O:24][CH3:25])=[CH:22][CH:23]=1)[S:7][C:8]1[CH:13]=[CH:12][CH:11]=[CH:10][C:9]=1[NH2:14])[C:3]([OH:5])=[O:4]. Reported procedure: 60 g (1.65 mol) of (2S,3S)-2-hydroxy-3-(4-methoxyphenyl)-3-(2-acetylaminophenylthio)propionic acid were suspended in 300 ml of water containing 50 ml of 32% (w/w) hydrochloric acid in the presence of 0.5 g of KI. The mixture was heated to slow reflux for about 3 hours, filtered at about 80° C., separating approximatively 10 g of unsolubles, and the filtered waters were neutralized to pH 6 with 30% (w/w) NaOH, cooled to about 15° C., filtered and thoroughly washed with water. 36 g of (2S,3S)-2-hy...